Dataset: the Open Reaction Database (ORD), a public repository of structured organic reaction records. Task: describe an organic reaction: reactants, conditions, products, and yield The reactants are C(C)S(=O)(=O)C=1C=C(C(=NC1)O)[N+](=O)[O-] (5-(Ethylsulfonyl)-3-nitropyridin-2-ol), S(=O)(Cl)Cl (thionyl chloride). The reagents and catalysts are CN(C=O)C (N,N-dimethylformamide). The product is ClC1=NC=C(C=C1[N+](=O)[O-])S(=O)(=O)CC (2-Chloro-5-(ethylsulfonyl)-3-nitropyridine). Reaction SMILES: [CH2:1]([S:3]([C:6]1[CH:7]=[C:8]([N+:13]([O-:15])=[O:14])[C:9](O)=[N:10][CH:11]=1)(=[O:5])=[O:4])[CH3:2].S(Cl)([Cl:18])=O>CN(C)C=O>[Cl:18][C:9]1[C:8]([N+:13]([O-:15])=[O:14])=[CH:7][C:6]([S:3]([CH2:1][CH3:2])(=[O:5])=[O:4])=[CH:11][N:10]=1. Procedure: To a solution of 5-(ethylsulfonyl)-3-nitropyridin-2-ol (Step C, 575 mg, 2.5 mmol) in thionyl chloride (7 mL) was added N,N-dimethylformamide (one drop). The mixture was stirred under reflux for 2 h and concentrated to afford the crude title compound as a white solid. The reactants are [H-].[Na+] (sodium hydride), O (water), C(C)(C)(C)OC(=O)N1CCC(CC1)CCNC1(C(NC2=CC=C(C=C12)Cl)=O)C1=C(C=CC=C1)Cl (3-[[2-(1-tert-butoxycarbonylpiperid-4-yl)ethyl]amino]-5-chloro-3-(2-chlorophenyl)-1,3-dihydroindol-2-one), C(C)N(C(=O)N1CCC2=CC(=CC=C12)S(=O)(=O)Cl)CC (1-(diethyl-aminocarbonyl)indoline-5-sulfonyl chloride). The solvent is CN(C)C=O (DMF), CCOC(=O)C (AcOEt). Run at time 30 minute. The product is C(C)(C)(C)OC(=O)N1CCC(CC1)CCNC1(C(N(C2=CC=C(C=C12)Cl)S(=O)(=O)C=1C=C2CCN(C2=CC1)C(=O)N(CC)CC)=O)C1=C(C=CC=C1)Cl (3-[[2-(1-tert-Butoxycarbonylpiperid-4-yl)ethyl]amino]-5-chloro-3-(2-chlorophenyl)-1-[[1-(diethylaminocarbonyl)indolin-5-yl]sulfonyl]-1,3-dihydroindol-2-one). Isolated yield 126.8%. Reaction SMILES: [C:1]([O:5][C:6]([N:8]1[CH2:13][CH2:12][CH:11]([CH2:14][CH2:15][NH:16][C:17]2([C:28]3[CH:33]=[CH:32][CH:31]=[CH:30][C:29]=3[Cl:34])[C:25]3[C:20](=[CH:21][CH:22]=[C:23]([Cl:26])[CH:24]=3)[NH:19][C:18]2=[O:27])[CH2:10][CH2:9]1)=[O:7])([CH3:4])([CH3:3])[CH3:2].[H-].[Na+].[CH2:37]([N:39]([CH2:55][CH3:56])[C:40]([N:42]1[C:50]2[C:45](=[CH:46][C:47]([S:51](Cl)(=[O:53])=[O:52])=[CH:48][CH:49]=2)[CH2:44][CH2:43]1)=[O:41])[CH3:38].O>CN(C=O)C.CCOC(C)=O>[C:1]([O:5][C:6]([N:8]1[CH2:9][CH2:10][CH:11]([CH2:14][CH2:15][NH:16][C:17]2([C:28]3[CH:33]=[CH:32][CH:31]=[CH:30][C:29]=3[Cl:34])[C:25]3[C:20](=[CH:21][CH:22]=[C:23]([Cl:26])[CH:24]=3)[N:19]([S:51]([C:47]3[CH:46]=[C:45]4[C:50](=[CH:49][CH:48]=3)[N:42]([C:40]([N:39]([CH2:55][CH3:56])[CH2:37][CH3:38])=[O:41])[CH2:43][CH2:44]4)(=[O:52])=[O:53])[C:18]2=[O:27])[CH2:12][CH2:13]1)=[O:7])([CH3:4])([CH3:2])[CH3:3] |f:1.2|. Procedure details: A solution of 1 g of 3-[[2-(1-tert-butoxycarbonylpiperid-4-yl)ethyl]amino]-5-chloro-3-(2-chlorophenyl)-1,3-dihydroindol-2-one in 5 ml of DMF is cooled to +4° C. under an argon atmosphere and 0.087 g of sodium hydride as a 60% dispersion in oil is added. After stirring for 30 minutes at +4° C., 0.627 g of 1-(diethyl-aminocarbonyl)indoline-5-sulfonyl chloride is added and the mixture is stirred for 3 hours at RT. 50 ml of water are added to the reaction mixture, extraction is carried out with AcOE... Reactants: CCCCN1CCC(C(=O)OCC)(S(=O)(=O)c2ccc(OCCC(C)C)cc2)CC1, [Na+], [OH-]. Yields the product CCCCN1CCC(C(=O)O)(S(=O)(=O)c2ccc(OCCC(C)C)cc2)CC1. Reaction SMILES: [CH2:1]([CH3:2])[O:3][C:4](=[O:5])[C:6]1([S:16](=[O:17])(=[O:18])[c:19]2[cH:20][cH:21][c:22]([O:25][CH2:26][CH2:27][CH:28]([CH3:29])[CH3:30])[cH:23][cH:24]2)[CH2:7][CH2:8][N:9]([CH2:12][CH2:13][CH2:14][CH3:15])[CH2:10][CH2:11]1.[Na+:32].[OH-:31]>>[O:3]=[C:4]([OH:5])[C:6]1([S:16](=[O:17])(=[O:18])[c:19]2[cH:20][cH:21][c:22]([O:25][CH2:26][CH2:27][CH:28]([CH3:29])[CH3:30])[cH:23][cH:24]2)[CH2:7][CH2:8][N:9]([CH2:12][CH2:13][CH2:14][CH3:15])[CH2:10][CH2:11]1. Reactants: C1(=CC=CC=C1)C1CN(C2=CC=CC=C12)C(=O)C1CC2=C(N=CN2)CC1 (5-[(3-phenylindolin-1-yl)carbonyl]-4,5,6,7-tetrahydrobenzimidazole), Cl (hydrogen chloride). The solvent is C(C)O (ethanol), C(C)(=O)OCC (ethyl acetate), C(C)(=O)OCC (ethyl acetate). Product: 5-[(3-phenylindolin-1-yl)carbonyl]-4,5,6,7-tetrahydrobenziamidazole hydrochloride, Cl.C1(=CC=CC=C1)C1CN(C2=CC=CC=C12)C(=O)C1CC2=C(N=CN2)CC1 (5- [(3-phenylindolin-1-yl)carbonyl ]-4,5,6,7-tetrahydrobenzimidazole hydrochloride). As a reaction SMILES: [C:1]1([CH:7]2[C:15]3[C:10](=[CH:11][CH:12]=[CH:13][CH:14]=3)[N:9]([C:16]([CH:18]3[CH2:26][CH2:25][C:21]4[N:22]=[CH:23][NH:24][C:20]=4[CH2:19]3)=[O:17])[CH2:8]2)[CH:6]=[CH:5][CH:4]=[CH:3][CH:2]=1.[ClH:27]>C(O)C.C(OCC)(=O)C>[ClH:27].[C:1]1([CH:7]2[C:15]3[C:10](=[CH:11][CH:12]=[CH:13][CH:14]=3)[N:9]([C:16]([CH:18]3[CH2:26][CH2:25][C:21]4[N:22]=[CH:23][NH:24][C:20]=4[CH2:19]3)=[O:17])[CH2:8]2)[CH:6]=[CH:5][CH:4]=[CH:3][CH:2]=1 |f:4.5|. Reported procedure: A 100 mg portion of the 5-[(3-phenylindolin-1-yl)carbonyl]-4,5,6,7-tetrahydrobenzimidazole produced in the preferred embodiment 1 was dissolved in 3 ml ethanol, and 0.4 ml of 4N hydrogen chloride solution in ethyl acetate was added under ice cooling. The solution was concentrated under reduced pressure to obtain a partially oily residue. After adding 5 ml of ethyl acetate thereto and stirring, the insoluble portion was collected by filtration to obtain the 5-[(3-phenylindolin-1-yl)carbonyl]-4,5,... Yields the product Cl.C(C)(C)(C)C1=CC(=C(C=C1)C=1N([C@@H]([C@@H](N1)C1=CC=C(C=C1)Cl)C1=CC=C(C=C1)Cl)C(=O)N1CCN(CC1)CCS(=O)(=O)C)OCC(F)(F)F ([(4S,5R)-2-[4-tert-Butyl-2-(2,2,2-trifluoro-ethoxy)-phenyl]-4,5-bis-(4-chloro-phenyl)-4,5-dihydro-imidazol-1-yl]-[4-(2-methanesulfonyl-ethyl)-piperazin-1-yl]-methanone hydrochloride). As a reaction SMILES: [C:1]([C:5]1[CH:10]=[CH:9][C:8]([C:11]2[N:12]([C:30](Cl)=[O:31])[C@H:13]([C:23]3[CH:28]=[CH:27][C:26]([Cl:29])=[CH:25][CH:24]=3)[C@H:14]([C:16]3[CH:21]=[CH:20][C:19]([Cl:22])=[CH:18][CH:17]=3)[N:15]=2)=[C:7]([O:33][CH2:34][C:35]([F:38])([F:37])[F:36])[CH:6]=1)([CH3:4])([CH3:3])[CH3:2].Cl.Cl.[CH3:41][S:42]([CH2:45][CH2:46][N:47]1[CH2:52][CH2:51][NH:50][CH2:49][CH2:48]1)(=[O:44])=[O:43]>>[ClH:22].[C:1]([C:5]1[CH:10]=[CH:9][C:8]([C:11]2[N:12]([C:30]([N:50]3[CH2:49][CH2:48][N:47]([CH2:46][CH2:45][S:42]([CH3:41])(=[O:43])=[O:44])[CH2:52][CH2:51]3)=[O:31])[C@H:13]([C:23]3[CH:28]=[CH:27][C:26]([Cl:29])=[CH:25][CH:24]=3)[C@H:14]([C:16]3[CH:17]=[CH:18][C:19]([Cl:22])=[CH:20][CH:21]=3)[N:15]=2)=[C:7]([O:33][CH2:34][C:35]([F:37])([F:38])[F:36])[CH:6]=1)([CH3:3])([CH3:4])[CH3:2] |f:1.2.3,4.5|. Reported procedure: [(4S,5R)-2-[4-tert-Butyl-2-(2,2,2-trifluoro-ethoxy)-phenyl]-4,5-bis-(4-chloro-phenyl)-4,5-dihydro-imidazol-1-yl]-[4-(2-methanesulfonyl-ethyl)-piperazin-1-yl]-methanone hydrochloride was prepared from (4S,5R)-2-[4-tert-butyl-2-(2,2,2-trifluoro-ethoxy)-phenyl]-4,5-bis-(4-chloro-phenyl)-4,5-dihydro-imidazole-1-carbonyl chloride (example 12l) and 1-(2-methanesulfonylethyl)piperazine dihydrochloride (example 17) in an analogous manner as described in example 25. LR-MS: 739.4 [(M+H)+] The reactants are C(C)(C)(C)C1=CC(=C(C=C1)C=1N([C@@H]([C@@H](N1)C1=CC=C(C=C1)Cl)C1=CC=C(C=C1)Cl)C(=O)Cl)OCC(F)(F)F ((4S,5R)-2-[4-tert-butyl-2-(2,2,2-trifluoro-ethoxy)-phenyl]-4,5-bis-(4-chloro-phenyl)-4,5-dihydro-imidazole-1-carbonyl chloride), Cl.Cl.CS(=O)(=O)CCN1CCNCC1 (1-(2-methanesulfonylethyl)piperazine dihydrochloride). Product: C(C)OC(CN1CCN(CC1)C(C1=CC(=CC=C1)[C@H](C1=CC(=CC=C1)O)N1[C@H](CN([C@@H](C1)C)CC1=CC(=CC=C1)F)C)=O)=O ((4-{3-[(R)-[(2S,5R)-4-(3-fluoro-benzyl)-2,5-dimethyl-piperazin-1-yl]-(3-hydroxy-phenyl)-methyl]-benzoyl}-piperazin-1-yl)-acetic acid ethyl ester), solid. The reactants are C(C)(=O)O[BH-](OC(C)=O)OC(C)=O.[Na+] (sodium triacetoxyborohydride), C(C)OC(CN1CCN(CC1)C(C1=CC(=CC=C1)[C@H](C1=CC(=CC=C1)O)N1[C@H](CN[C@@H](C1)C)C)=O)=O ((4-{3-[(R)-((2S,5R)-2,5-dimethyl-piperazin-1-yl)-(3-hydroxy-phenyl)-methyl]-benzoyl}-piperazin-1-yl)-acetic acid ethyl ester), FC=1C=C(C=O)C=CC1 (3-fluorobenzaldehyde), C(C)(=O)O (acetic acid). Reaction SMILES: [CH2:1]([O:3][C:4](=[O:36])[CH2:5][N:6]1[CH2:11][CH2:10][N:9]([C:12](=[O:35])[C:13]2[CH:18]=[CH:17][CH:16]=[C:15]([C@@H:19]([N:27]3[CH2:32][C@@H:31]([CH3:33])[NH:30][CH2:29][C@@H:28]3[CH3:34])[C:20]3[CH:25]=[CH:24][CH:23]=[C:22]([OH:26])[CH:21]=3)[CH:14]=2)[CH2:8][CH2:7]1)[CH3:2].[F:37][C:38]1[CH:39]=[C:40]([CH:43]=[CH:44][CH:45]=1)[CH:41]=O.C(O)(=O)C.C(O[BH-](OC(=O)C)OC(=O)C)(=O)C.[Na+]>O1CCCC1>[CH2:1]([O:3][C:4](=[O:36])[CH2:5][N:6]1[CH2:11][CH2:10][N:9]([C:12](=[O:35])[C:13]2[CH:18]=[CH:17][CH:16]=[C:15]([C@@H:19]([N:27]3[CH2:32][C@@H:31]([CH3:33])[N:30]([CH2:41][C:40]4[CH:43]=[CH:44][CH:45]=[C:38]([F:37])[CH:39]=4)[CH2:29][C@@H:28]3[CH3:34])[C:20]3[CH:25]=[CH:24][CH:23]=[C:22]([OH:26])[CH:21]=3)[CH:14]=2)[CH2:8][CH2:7]1)[CH3:2] |f:3.4|. Procedure: The above free amine (1.23 g, 2.49 mmol, Example 65) and 3-fluorobenzaldehyde (0.62 g, 4.98 mmol) were placed in a 100 mL flask and sealed under nitrogen. Tetrahydrofuran (40 mL) and 0.31 mL of acetic acid (5.47 mmol, 2.20 equiv.) was added. The reaction was stirred at room temperature for 20 minutes, and then sodium triacetoxyborohydride (1.32 g, 6.22 mmol) was added and stirred overnight. The reaction solution was concentrated under reduced pressure. The residue was partitioned between ethyl a... The yield is 50.0%. Run in O1CCCC1 (Tetrahydrofuran). Conditions: time 20 minute.